This data is from the Open Reaction Database (ORD), a public repository of structured organic reaction records. The task is: describe an organic reaction: reactants, conditions, products, and yield Starting materials: C(=O)C1=C2N=C3C(=CC=C(C3=NC2=C(C(=C1O)C)O)C(=O)OC)O (6-Formyl-4,7,9-trihydroxy-8-methyl-1-phenazinecarboxylic acid, methyl ester), CN(CCN)C (2-(dimethylamino)ethylamine). The solvent is O1CCCC1 (tetrahydrofuran). Conditions: time 20 minute. Yields the product CN(CCN=CC1=C2N=C3C(=CC=C(C3=NC2=C(C(=C1O)C)O)C(=O)OC)O)C (6-[[[2-(dimethylamino)ethyl]imino]methyl]-4,7,9-trihydroxy-8-methyl-1-phenazinecarboxylic acid, methyl ester). As a reaction SMILES: [CH:1]([C:3]1[C:16]([OH:17])=[C:15]([CH3:18])[C:14]([OH:19])=[C:13]2[C:4]=1[N:5]=[C:6]1[C:11](=[N:12]2)[C:10]([C:20]([O:22][CH3:23])=[O:21])=[CH:9][CH:8]=[C:7]1[OH:24])=O.[CH3:25][N:26]([CH3:30])[CH2:27][CH2:28][NH2:29]>O1CCCC1>[CH3:25][N:26]([CH3:30])[CH2:27][CH2:28][N:29]=[CH:1][C:3]1[C:16]([OH:17])=[C:15]([CH3:18])[C:14]([OH:19])=[C:13]2[C:4]=1[N:5]=[C:6]1[C:11](=[N:12]2)[C:10]([C:20]([O:22][CH3:23])=[O:21])=[CH:9][CH:8]=[C:7]1[OH:24]. Reported procedure: 6-Formyl-4,7,9-trihydroxy-8-methyl-1-phenazinecarboxylic acid, methyl ester (500 mg, 1.52 mmol) was suspended in 50 ml of tetrahydrofuran and 2-(dimethylamino)ethylamine (160 mg, 1.83 mmol) was added dropwise with stirring to produce a deep purple solution. After about 20 minutes at room temperature, an orange precipitate formed and the reaction mixture gradually developed an orange color. Reactants: CC(C)(CNC(=O)c1ccccc1)c1ccccc1, O=P12OP3(=O)OP(=O)(O1)OP(=O)(O2)O3, O=P(Cl)(Cl)Cl, Cc1ccccc1C. The product is CC1(C)CN=C(c2ccccc2)c2ccccc21. As a reaction SMILES: [CH3:20][C:21]([CH2:22][NH:23][C:24]([c:25]1[cH:26][cH:27][cH:28][cH:29][cH:30]1)=[O:31])([CH3:32])[c:33]1[cH:34][cH:35][cH:36][cH:37][cH:38]1.[O:1]=[P:2]12[O:3][P:4]3(=[O:14])[O:5][P:6](=[O:12])([O:7][P:8](=[O:11])([O:9]3)[O:10]1)[O:13]2.[P:15]([Cl:16])([Cl:17])([Cl:18])=[O:19].[c:39]1([CH3:40])[c:41]([CH3:42])[cH:43][cH:44][cH:45][cH:46]1>>[CH3:20][C:21]1([CH3:32])[CH2:22][N:23]=[C:24]([c:25]2[cH:26][cH:27][cH:28][cH:29][cH:30]2)[c:38]2[c:33]1[cH:34][cH:35][cH:36][cH:37]2. As a reaction SMILES: [O:1]1[CH:5]=[CH:4][C:3]([C:6]2[CH:13]=[CH:12][C:9]([CH:10]=O)=[CH:8][CH:7]=2)=[N:2]1.N1(C2C=C[C:22]([CH:23]=[O:24])=CC=2)C=CC=N1>>[O:1]1[CH:5]=[CH:4][C:3]([C:6]2[CH:13]=[CH:12][C:9](/[CH:10]=[CH:22]/[CH:23]=[O:24])=[CH:8][CH:7]=2)=[N:2]1. Procedure: The title compound is prepared by a procedure analogous to Reference Example 30 by substituting 4-(3-isoxazolyl)benzaldehyde (prepared as described in Reference Example 74) for the 4-(1H-pyrazol-1-yl)-benzaldehyde of Reference Example 30. MS 200 (M+H)+. The product is O1N=C(C=C1)C1=CC=C(C=C1)/C=C/C=O ((2E)-3-[4-(3-isoxazolyl)phenyl]-2-propenal). Reactants: O1N=C(C=C1)C1=CC=C(C=O)C=C1 (4-(3-isoxazolyl)benzaldehyde), N1(N=CC=C1)C1=CC=C(C=O)C=C1 (4-(1H-pyrazol-1-yl)-benzaldehyde). Reactants: CCCCO, CCN(C(C)C)C(C)C, Clc1ncnc2nc[nH]c12, CC(N)c1cc2ccc(F)cc2nc1-c1cccnc1. The product is CC(Nc1ncnc2[nH]cnc12)c1cc2ccc(F)cc2nc1-c1cccnc1. RXN SMILES: [CH2:40]([OH:41])[CH2:42][CH2:43][CH3:44].[CH:31]([N:32]([CH2:33][CH3:34])[CH:35]([CH3:36])[CH3:37])([CH3:38])[CH3:39].[Cl:21][c:22]1[c:23]2[nH:24][cH:25][n:26][c:27]2[n:28][cH:29][n:30]1.[F:1][c:2]1[cH:3][cH:4][c:5]2[cH:6][c:7]([CH:18]([CH3:19])[NH2:20])[c:8](-[c:12]3[cH:13][n:14][cH:15][cH:16][cH:17]3)[n:9][c:10]2[cH:11]1>>[F:1][c:2]1[cH:3][cH:4][c:5]2[cH:6][c:7]([CH:18]([CH3:19])[NH:20][c:22]3[c:23]4[n:24][cH:25][nH:26][c:27]4[n:28][cH:29][n:30]3)[c:8](-[c:12]3[cH:13][n:14][cH:15][cH:16][cH:17]3)[n:9][c:10]2[cH:11]1. The reactants are [Cl-].[Al+3].[Cl-].[Cl-] (Aluminium chloride), CC=1OC=CC1 (2-methylfuran), C(Cl)Cl (DCM), C(Cl)Cl (DCM), C(C)OC(C#C)=O (ethyl-2-propynate), O (water), ice. Run at temperature 18 celsius. Product: OC=1C=CC(=C(C(=O)OCC)C1)C (Ethyl 5-hydroxy-2-methylbenzoate). RXN SMILES: [Cl-].[Al+3].[Cl-].[Cl-].[CH2:5]([O:7][C:8](=[O:11])[C:9]#[CH:10])[CH3:6].[CH3:12][C:13]1[O:14]C=[CH:16][CH:17]=1.O.[CH2:19](Cl)Cl>>[OH:14][C:13]1[CH:17]=[CH:16][C:10]([CH3:19])=[C:9]([CH:12]=1)[C:8]([O:7][CH2:5][CH3:6])=[O:11] |f:0.1.2.3|. Reported procedure: Aluminium chloride (97 g, 731 mmol) was added over 30 seconds to stirred DCM (3 L) under argon at 16° C. resulting in a temp rise to 20° C. When this had dissolved (approx 5 mins) and the temp had cooled to 18° C., ethyl-2-propynate (71.7 g, 731 mmol) was added. A solution of 2-methylfuran (60 g, 731 mmol) in DCM (600 ml) was added to the stirred solution over 35 minutes resulting in a measured exotherm 20.5° C. The exotherm was controlled by a Huber cooling unit and the observed temp range duri... The reactants are ClCC1=NOC(=C1)C1=CC=C(C=C1)C(F)(F)F (3-chloromethyl-5-(4-trifluoromethyl-phenyl)-isoxazole), COC(COC1=C(C=C(C(=C1)OC)S)C)=O ((4-Mercapto-5-methoxy-2-methyl-phenoxy)-acetic acid methyl ester). The product is COC=1C(=CC(=C(OCC(=O)O)C1)C)SCC1=NOC(=C1)C1=CC=C(C=C1)C(F)(F)F ({5-Methoxy-2-methyl-4-[5-(4-trifluoromethyl-phenyl)-isoxazol-3-ylmethylsulfanyl]-phenoxy}-acetic acid). As a reaction SMILES: Cl[CH2:2][C:3]1[CH:7]=[C:6]([C:8]2[CH:13]=[CH:12][C:11]([C:14]([F:17])([F:16])[F:15])=[CH:10][CH:9]=2)[O:5][N:4]=1.C[O:19][C:20](=[O:33])[CH2:21][O:22][C:23]1[CH:28]=[C:27]([O:29][CH3:30])[C:26]([SH:31])=[CH:25][C:24]=1[CH3:32]>>[CH3:30][O:29][C:27]1[C:26]([S:31][CH2:2][C:3]2[CH:7]=[C:6]([C:8]3[CH:13]=[CH:12][C:11]([C:14]([F:17])([F:16])[F:15])=[CH:10][CH:9]=3)[O:5][N:4]=2)=[CH:25][C:24]([CH3:32])=[C:23]([CH:28]=1)[O:22][CH2:21][C:20]([OH:33])=[O:19]. Procedure details: The title compound was prepared in a manner analogous to Example 1F using 42C and 1D. MS m/z 468 (M+1).